This data is from the Open Reaction Database (ORD), a public repository of structured organic reaction records. The task is: describe an organic reaction: reactants, conditions, products, and yield Reactants: Brc1cnc(I)nc1, OB(O)c1ccccc1F, [K+], [K+], O=C([O-])[O-], C1COCCO1, c1ccc(P(c2ccccc2)(c2ccccc2)[Pd](P(c2ccccc2)(c2ccccc2)c2ccccc2)(P(c2ccccc2)(c2ccccc2)c2ccccc2)P(c2ccccc2)(c2ccccc2)c2ccccc2)cc1. Product: Fc1ccccc1-c1ncc(Br)cn1. RXN SMILES: [Br:1][c:2]1[cH:3][n:4][c:5]([I:8])[n:6][cH:7]1.[F:9][c:10]1[c:11]([B:16]([OH:17])[OH:18])[cH:12][cH:13][cH:14][cH:15]1.[K+:19].[K+:20].[O-:21][C:22]([O-:23])=[O:24].[O:25]1[CH2:26][CH2:27][O:28][CH2:29][CH2:30]1.[cH:31]1[cH:32][cH:33][c:34]([P:35]([Pd:36]([P:37]([c:38]2[cH:39][cH:40][cH:41][cH:42][cH:43]2)([c:44]2[cH:45][cH:46][cH:47][cH:48][cH:49]2)[c:50]2[cH:51][cH:52][cH:53][cH:54][cH:55]2)([P:56]([c:57]2[cH:58][cH:59][cH:60][cH:61][cH:62]2)([c:63]2[cH:64][cH:65][cH:66][cH:67][cH:68]2)[c:69]2[cH:70][cH:71][cH:72][cH:73][cH:74]2)[P:75]([c:76]2[cH:77][cH:78][cH:79][cH:80][cH:81]2)([c:82]2[cH:83][cH:84][cH:85][cH:86][cH:87]2)[c:88]2[cH:89][cH:90][cH:91][cH:92][cH:93]2)([c:94]2[cH:95][cH:96][cH:97][cH:98][cH:99]2)[c:100]2[cH:101][cH:102][cH:103][cH:104][cH:105]2)[cH:106][cH:107]1>>[Br:1][c:2]1[cH:3][n:4][c:5](-[c:11]2[c:10]([F:9])[cH:15][cH:14][cH:13][cH:12]2)[n:6][cH:7]1. Reactants: IC1=CC=C(CCO)C=C1 (p-iodophenethyl alcohol), Br (hydrobromic acid), NC(=S)N (thiourea). The solvent is O (water). The product is IC1=CC=C(CCS)C=C1 (p-iodophenethyl thiol). The yield is 27.0%. Reaction SMILES: [I:1][C:2]1[CH:10]=[CH:9][C:5]([CH2:6][CH2:7]O)=[CH:4][CH:3]=1.Br.NC(N)=[S:14]>O>[I:1][C:2]1[CH:10]=[CH:9][C:5]([CH2:6][CH2:7][SH:14])=[CH:4][CH:3]=1. Procedure details: 104 g of p-iodophenethyl alcohol was combined in solution with 216 g of hydrobromic acid (48%) and 36 g of thiourea in 100 ml of water and reacted in accordance with the procedure outlined in Example I(a). Vacuum distillation at 91°-95° and 0.2 mm Hg gave a 27% yield of p-iodophenethyl thiol having a refractive index of n25D = 1.6411, an ALD of 0.56 ml/Kg and a formula of C8H8IS. The reactants are BrCC(C)C (1-Bromo-2-methylpropane), BrC1=CC=C(C=C1)[C@H](C)NS(=O)(=O)CC1=CC=CC=C1 ((S)—N-(1-(4-bromophenyl)ethyl)(phenyl)methanesulfonamide), C(=O)([O-])[O-].[K+].[K+] (K2CO3). The solvent is CC#N (CH3CN). Yields the product BrC1=CC=C(C=C1)[C@H](C)N(S(=O)(=O)CC1=CC=CC=C1)CC(C)C ((S)—N-(1-(4-bromophenyl)ethyl)-N-isobutyl(phenyl)methanesulfonamide). The yield is 12.0%. As a reaction SMILES: Br[CH2:2][CH:3]([CH3:5])[CH3:4].[Br:6][C:7]1[CH:12]=[CH:11][C:10]([C@@H:13]([NH:15][S:16]([CH2:19][C:20]2[CH:25]=[CH:24][CH:23]=[CH:22][CH:21]=2)(=[O:18])=[O:17])[CH3:14])=[CH:9][CH:8]=1.C([O-])([O-])=O.[K+].[K+]>CC#N>[Br:6][C:7]1[CH:12]=[CH:11][C:10]([C@@H:13]([N:15]([CH2:2][CH:3]([CH3:5])[CH3:4])[S:16]([CH2:19][C:20]2[CH:21]=[CH:22][CH:23]=[CH:24][CH:25]=2)(=[O:18])=[O:17])[CH3:14])=[CH:9][CH:8]=1 |f:2.3.4|. Procedure: 1-Bromo-2-methylpropane (34.7 g, 255.0 mmol) was added into a solution of (S)—N-(1-(4-bromophenyl)ethyl)(phenyl)methanesulfonamide (30.0 g, 85.0 mmol) and K2CO3 (35.2 g, 255.0 mmol) in CH3CN (500 mL) dropwise at 0° C. The mixture was then stirred at reflux for 48 h before it was cooled to ambient temperature. The mixture was filtered and the filtrate was concentrated in vacuo to remove the solvent. The residue was dissolved with DCM (100 mL) and washed with water (100 mL). The organic layer was ... The reactants are N1(CCNCC1)C(=O)OC(C)(C)C (tert-butyl piperazine-1-carboxylate), C(=O)([O-])[O-].[K+].[K+] (K2CO3), FC1=C(C=C(C=C1)[N+](=O)[O-])F (1,2-difluoro-4-nitrobenzene), O (water). Run in CN(C)C=O (DMF). Run at temperature 80 celsius, time 24 hour. Yields the product FC1=C(C=CC(=C1)[N+](=O)[O-])N1CCN(CC1)C(=O)OC(C)(C)C (tert-butyl 4-(2-fluoro-4-nitrophenyl)piperazine-1-carboxylate). RXN SMILES: [N:1]1([C:7]([O:9][C:10]([CH3:13])([CH3:12])[CH3:11])=[O:8])[CH2:6][CH2:5][NH:4][CH2:3][CH2:2]1.C([O-])([O-])=O.[K+].[K+].F[C:21]1[CH:26]=[CH:25][C:24]([N+:27]([O-:29])=[O:28])=[CH:23][C:22]=1[F:30].O>CN(C=O)C>[F:30][C:22]1[CH:23]=[C:24]([N+:27]([O-:29])=[O:28])[CH:25]=[CH:26][C:21]=1[N:4]1[CH2:5][CH2:6][N:1]([C:7]([O:9][C:10]([CH3:13])([CH3:12])[CH3:11])=[O:8])[CH2:2][CH2:3]1 |f:1.2.3|. Procedure details: To a solution of tert-butyl piperazine-1-carboxylate (1120 mg, 6 mmol) in DMF (25 mL) was added K2CO3 (828 mg, 6 mmol) and 1,2-difluoro-4-nitrobenzene (795 mg, 5 mmol) at room temperature. The reaction was stirred at 80° C. for 24 hours. After that, the reaction was poured into 50 mL of water and extracted with EA (3×25 mL), washed with H2O (25 mL) and brine (25 mL), dried over Na2SO4 and concentrated to give yellow solid. MS (m/z): 226 (M−99)+ Starting materials: O=C([O-])O, C1CCOC1, [Li]C, CC(C)(C)OC(=O)N1CCC(C=O)(CCO[Si](C)(C)C(C)(C)C)CC1, [Na+]. The product is CC(O)C1(CCO[Si](C)(C)C(C)(C)C)CCN(C(=O)OC(C)(C)C)CC1. As a reaction SMILES: [C:28](=[O:29])([OH:30])[O-:31].[CH2:33]1[O:34][CH2:35][CH2:36][CH2:37]1.[CH3:26][Li:27].[CH:1](=[O:2])[C:3]1([CH2:16][CH2:17][O:18][Si:19]([CH3:20])([CH3:21])[C:22]([CH3:23])([CH3:24])[CH3:25])[CH2:4][CH2:5][N:6]([C:9](=[O:10])[O:11][C:12]([CH3:13])([CH3:14])[CH3:15])[CH2:7][CH2:8]1.[Na+:32]>>[CH:1]([OH:2])([C:3]1([CH2:16][CH2:17][O:18][Si:19]([CH3:20])([CH3:21])[C:22]([CH3:23])([CH3:24])[CH3:25])[CH2:4][CH2:5][N:6]([C:9](=[O:10])[O:11][C:12]([CH3:13])([CH3:14])[CH3:15])[CH2:7][CH2:8]1)[CH3:28]. Starting materials: C(C1=CC=CC=C1)SCCCC(=O)N1[C@H](C(=O)O)CCC1 (1-(4-Benzylthiobutanoyl)-L-proline). Run in O (water), N (ammonia), O (water). Conditions: time 1 hour. The product is SCCCC(=O)N1[C@H](C(=O)O)CCC1 (1-(4-mercaptobutanoyl)-L-proline). RXN SMILES: C([S:8][CH2:9][CH2:10][CH2:11][C:12]([N:14]1[CH2:21][CH2:20][CH2:19][C@H:15]1[C:16]([OH:18])=[O:17])=[O:13])C1C=CC=CC=1>O.N>[SH:8][CH2:9][CH2:10][CH2:11][C:12]([N:14]1[CH2:21][CH2:20][CH2:19][C@H:15]1[C:16]([OH:18])=[O:17])=[O:13]. Procedure: 1-(4-Benzylthiobutanoyl)-L-proline (1.08 g.) is dissolved in a mixture of water (4 ml.) and concentrated ammonia (2.7 ml.). After one hour stirring at room temperature, the mixture is diluted with water, filtered, extracted with ethyl acetate, and the aqueous phase is concentrated in vacuo. This ammonium salt of 1-(4-mercaptobutanoyl)-L-proline is purified by ion exchange chromatography on a column of diethylaminoethyl-Sephadex (cross linked dextran) with a gradient of ammonium bicarbonate, yiel... Starting materials: C(C1=CC=CC=C1)N1C(C(N(CC1)CC1=CC=C(C=C1)N(C1=NC=CC=N1)COC(C(C)(C)C)=O)=O)=O (1-benzyl-4-{4-[N-pivaloyloxymethyl-N-(2-pyrimidinyl)amino]benzyl}-2,3-dioxopiperazine), Cl.O1CCOCC1 (hydrogen chloride dioxane), C(C)S (ethyl mercaptan). The product is C(C1=CC=CC=C1)N1C(C(N(CC1)CC1=CC=C(C=C1)N(C1=NC=CC=N1)CSCC)=O)=O (1-benzyl-4-{4-[N-ethylthiomethyl-N-(2-pyrimidinyl)amino]benzyl}-2,3-dioxopiperazine). The yield is 86.8%. Reaction SMILES: [CH2:1]([N:8]1[CH2:13][CH2:12][N:11]([CH2:14][C:15]2[CH:20]=[CH:19][C:18]([N:21]([CH2:28]OC(=O)C(C)(C)C)[C:22]3[N:27]=[CH:26][CH:25]=[CH:24][N:23]=3)=[CH:17][CH:16]=2)[C:10](=[O:36])[C:9]1=[O:37])[C:2]1[CH:7]=[CH:6][CH:5]=[CH:4][CH:3]=1.Cl.O1CCOCC1.[CH2:45]([SH:47])[CH3:46]>>[CH2:1]([N:8]1[CH2:13][CH2:12][N:11]([CH2:14][C:15]2[CH:16]=[CH:17][C:18]([N:21]([CH2:28][S:47][CH2:45][CH3:46])[C:22]3[N:27]=[CH:26][CH:25]=[CH:24][N:23]=3)=[CH:19][CH:20]=2)[C:10](=[O:36])[C:9]1=[O:37])[C:2]1[CH:7]=[CH:6][CH:5]=[CH:4][CH:3]=1 |f:1.2|. Procedure details: In 10 ml of ethyl mercaptan was dissolved 1.0 g of 1-benzyl-4-{4-[N-pivaloyloxymethyl-N-(2-pyrimidinyl)amino]benzyl}-2,3-dioxopiperazine, and 0.01 ml of 5.7 N hydrogen chloride-dioxane solution was added thereto, after which the resulting mixture was subjected to reaction at room temperature for 3 hours. After the completion of the reaction, the reaction mixture was distilled under reduced pressure, and 50 ml of diisopropyl ether was added to the crystals thus obtained, after which the resulting...